From a dataset of the Open Reaction Database (ORD), a public repository of structured organic reaction records. describe an organic reaction: reactants, conditions, products, and yield The product is FC(C1=CC=C(C=C1)C1=CN=C(O1)NC=1C=CC=C2CCC(CC12)=O)(F)F (8-({5-[4-(trifluoromethyl)phenyl]-1,3-oxazol-2-yl}amino)-3,4-dihydronaphthalen-2(1H)-one). Reactants: C(C)OC1=CCC=2C=CC=C(C2C1)NC=1OC(=CN1)C1=CC=C(C=C1)C(F)(F)F (N-(7-ethoxy-5,8-dihydronaphthalen-1-yl)-5-[4-(trifluoromethyl)phenyl]-1,3-oxazol-2-amine), Cl (HCl), C(=O)(O)[O-].[Na+] (NaHCO3). The solvent is O1CCCC1 (tetrahydrofuran). Conditions: temperature 40 celsius. Procedure details: A solution of the product of Example 1H (150 mg, 0.375 mmol) in tetrahydrofuran (2.3 mL) was treated with 2N HCl (0.76 mL, 1.52 mmol), and the mixture was heated at 40° C. for 1 hour. After cooling to room temperature, the solution was brought to pH 8 with saturated NaHCO3 solution, and extracted with ethyl acetate. The organic extracts were washed with H2O, dried over Na2SO4, filtered and evaporated in vacuo to the title compound as a brown residue (140 mg, 100%). 1H NMR (DMSO-d6) δ 9.56 (s, 1H... Reaction SMILES: C([O:3][C:4]1[CH2:13][C:12]2[C:11]([NH:14][C:15]3[O:16][C:17]([C:20]4[CH:25]=[CH:24][C:23]([C:26]([F:29])([F:28])[F:27])=[CH:22][CH:21]=4)=[CH:18][N:19]=3)=[CH:10][CH:9]=[CH:8][C:7]=2[CH2:6][CH:5]=1)C.Cl.C([O-])(O)=O.[Na+]>O1CCCC1>[F:29][C:26]([F:27])([F:28])[C:23]1[CH:24]=[CH:25][C:20]([C:17]2[O:16][C:15]([NH:14][C:11]3[CH:10]=[CH:9][CH:8]=[C:7]4[C:12]=3[CH2:13][C:4](=[O:3])[CH2:5][CH2:6]4)=[N:19][CH:18]=2)=[CH:21][CH:22]=1 |f:2.3|.